This data is from the Open Reaction Database (ORD), a public repository of structured organic reaction records. The task is: describe an organic reaction: reactants, conditions, products, and yield Procedure details: Methanesulfonyl chloride (1.25 g, 10.9 mmol) in 10 ml tetrahydrofuran is added to 2.0 g (9.8 mmol) of the aniline from Step II in 35 ml of dry pyridine over 15 min at less than 5° C. The reaction is stirred in the cold for one hour and then at room temperature for 2 days. Toluene is added and concentrated. Toluene addition and concentration is repeated. Chromatography on silica gel eluting with 1.5% and 2.5% CH3OH-0.5-1% NH4OH--CH2Cl2 gives the title compound. RXN SMILES: [CH3:1][S:2](Cl)(=[O:4])=[O:3].[NH2:6][C:7]1[CH:12]=[CH:11][CH:10]=[CH:9][CH:8]=1.[C:13]1(C)[CH:18]=[CH:17][CH:16]=[CH:15][CH:14]=1.[N:20]1C=CC=C[CH:21]=1>O1CCCC1>[CH3:1][S:2]([NH:6][C:7]1[CH:12]=[CH:11][CH:10]=[CH:9][C:8]=1[CH2:21][N:20]1[CH2:18][CH2:17][CH2:16][CH2:15][CH2:14][CH2:13]1)(=[O:4])=[O:3]. The solvent is O1CCCC1 (tetrahydrofuran). The product is CS(=O)(=O)NC1=C(CN2CCCCCC2)C=CC=C1 (Hexahydro-1-[2-(methylsulfonylamino)benzyl]-1H-azepine). Run at time 1 hour. Starting materials: CS(=O)(=O)Cl (Methanesulfonyl chloride), NC1=CC=CC=C1 (aniline), N1=CC=CC=C1 (pyridine), C1(=CC=CC=C1)C (Toluene). Starting materials: BrC(Br)(Br)Br, CC(C=O)COCc1ccccc1, ClCCl, c1ccc(P(c2ccccc2)c2ccccc2)cc1. Product: CC(C=C(Br)Br)COCc1ccccc1. As a reaction SMILES: [C:20]([Br:21])([Br:22])([Br:23])[Br:24].[CH2:25]([c:26]1[cH:27][cH:28][cH:29][cH:30][cH:31]1)[O:32][CH2:33][CH:34]([CH:35]=[O:36])[CH3:37].[Cl:38][CH2:39][Cl:40].[c:1]1([P:2]([c:3]2[cH:4][cH:5][cH:6][cH:7][cH:8]2)[c:9]2[cH:10][cH:11][cH:12][cH:13][cH:14]2)[cH:15][cH:16][cH:17][cH:18][cH:19]1>>[C:20]([Br:21])([Br:24])=[CH:35][CH:34]([CH2:33][O:32][CH2:25][c:26]1[cH:27][cH:28][cH:29][cH:30][cH:31]1)[CH3:37]. Starting materials: O=C1CCC(=O)N1Br, CCc1ccc(C(F)(F)F)nc1, ClCCl, CCCCCC, CCOC(C)=O, [Cl-], [Cl-], [Cl-], [Cl-], [Zr+4], c1ccncc1. Product: CC(Br)c1ccc(C(F)(F)F)nc1. Reaction SMILES: [Br:1][N:2]1[C:3](=[O:4])[CH2:5][CH2:6][C:7]1=[O:8].[CH2:15]([CH3:16])[c:17]1[cH:18][cH:19][c:20]([C:23]([F:24])([F:25])[F:26])[n:21][cH:22]1.[CH2:39]([Cl:40])[Cl:41].[CH3:27][CH2:28][CH2:29][CH2:30][CH2:31][CH3:32].[CH3:33][CH2:34][O:35][C:36]([CH3:37])=[O:38].[Cl-:42].[Cl-:43].[Cl-:44].[Cl-:45].[Zr+4:46].[n:9]1[cH:10][cH:11][cH:12][cH:13][cH:14]1>>[Br:1][CH:15]([CH3:16])[c:17]1[cH:18][cH:19][c:20]([C:23]([F:24])([F:25])[F:26])[n:21][cH:22]1. Starting materials: CCN(C(C)C)C(C)C, COC(=O)C1CC(O)C(CN)C1, CCOC(C)=O, O=C(O)c1ccc(Cl)s1, CN(C)C=O. Yields the product COC(=O)C1CC(O)C(CNC(=O)c2ccc(Cl)s2)C1. As a reaction SMILES: [CH2:13]([N:14]([CH:15]([CH3:16])[CH3:17])[CH:18]([CH3:19])[CH3:20])[CH3:21].[CH3:1][O:2][C:3](=[O:4])[CH:5]1[CH2:6][CH:7]([CH2:11][NH2:12])[CH:8]([OH:10])[CH2:9]1.[CH3:36][CH2:37][O:38][C:39]([CH3:40])=[O:41].[Cl:22][c:23]1[cH:24][cH:25][c:26]([C:28](=[O:29])[OH:30])[s:27]1.[O:31]=[CH:32][N:33]([CH3:34])[CH3:35]>>[CH3:1][O:2][C:3](=[O:4])[CH:5]1[CH2:6][CH:7]([CH2:11][NH:12][C:28]([c:26]2[cH:25][cH:24][c:23]([Cl:22])[s:27]2)=[O:29])[CH:8]([OH:10])[CH2:9]1. The reactants are NC1CC2=CC(=CC=C2CC1)[N+](=O)[O-] (2-amino-7-nitrotetralin), C(C1=CC=CC=C1)(=O)Cl (benzoyl chloride). Solvent: C1CCOC1 (THF), C(=O)([O-])[O-].[K+].[K+] (K2CO3), O (water). Yields the product C1(=CC=CC=C1)C(=O)NC1CC2=CC(=CC=C2CC1)[N+](=O)[O-] (2-((Phenyl)carbonyl)amino-7-nitrotetralin). RXN SMILES: [NH2:1][CH:2]1[CH2:11][CH2:10][C:9]2[C:4](=[CH:5][C:6]([N+:12]([O-:14])=[O:13])=[CH:7][CH:8]=2)[CH2:3]1.[C:15](Cl)(=[O:22])[C:16]1[CH:21]=[CH:20][CH:19]=[CH:18][CH:17]=1>C1COCC1.C([O-])([O-])=O.[K+].[K+].O>[C:16]1([C:15]([NH:1][CH:2]2[CH2:11][CH2:10][C:9]3[C:4](=[CH:5][C:6]([N+:12]([O-:14])=[O:13])=[CH:7][CH:8]=3)[CH2:3]2)=[O:22])[CH:21]=[CH:20][CH:19]=[CH:18][CH:17]=1 |f:3.4.5|. Procedure details: To 2-amino-7-nitrotetralin (2.8 g, 14.5 mmol) in THF (50 ml) and 10% K2CO3 (100 ml) was added benzoyl chloride (1.7 mm 15.3 mmol). After the addition was complete, the mixture was diluted with water to a volume of 250 ml. The precipitated solids were collected by filtration, washed with water, and dried in vacuo: (4.2 g, 98%), m.p. 194-198° C. Starting materials: starch, steel, O=C[C@H](O)[C@@H](O)[C@H](O)[C@H](O)CO (glucose), MgSO4.7H2O, C(=O)([O-])[O-].[Ca+2] (CaCO3). Solvent: twenty. Run at time 4 day. Product: C1=CC(=O)C(=C(C(=C1)O)O)O (3,7-Dihydroxytropolone). RXN SMILES: [C:1]([O-:4])([O-])=O.[Ca+2].[O:6]=[CH:7][C@@H:8]([C@H:10]([C@@H:12]([C@@H:14]([CH2:16][OH:17])[OH:15])O)O)O>>[CH:10]1[CH:12]=[C:14]([OH:15])[C:16]([OH:17])=[C:1]([OH:4])[C:7](=[O:6])[CH:8]=1 |f:0.1|. Reported procedure: A loopful of Streptomyces tropolofaciens No. K611-97, taken from a mature slant culture was inoculated into 500-ml Erlenmeyer flask containing 100 ml of a seed medium consisted of 3% soybean meal, 2% corn starch, 0.33% MgSO4.7H2O and 1% CaCO3, the pH being adjusted to 7.0 before sterilization. The flask was then incubated at 28° C. for 4 days on a rotary shaker (200 rpm) and 5 ml of the growth was transferred into 500-ml Erlenmeyer flask containing 100 ml of a fermentation medium having the same... Reactants: C1(CC1)C1=CC(=NN1C1=NC=C(C=N1)NC(C(C(C)=O)=CN(C)C)=O)C(F)(F)F (N-{2-[5-cyclopropyl-3-(trifluoromethyl)-1H-pyrazol-1-yl]pyrimidin-5-yl}-2-[(dimethylamino)methylene]-3-oxobutanamide), C(C)(=O)O.C(=N)N (formamidine acetate), CC[O-].[Na+] (NaOEt). The solvent is C(C)O (ethanol). Product: C1(CC1)C1=CC(=NN1C1=NC=C(C=N1)NC(=O)C=1C(=NC=NC1)C)C(F)(F)F (N-{2-[5-cyclopropyl-3-(trifluoromethyl)-1H-pyrazol-1-yl]pyrimidin-5-yl}-4-methylpyrimidine-5-carboxamide). Isolated yield 4.0%. Reaction SMILES: [CH:1]1([C:4]2[N:8]([C:9]3[N:14]=[CH:13][C:12]([NH:15][C:16](=[O:25])[C:17](=[CH:21][N:22](C)[CH3:23])[C:18](=O)[CH3:19])=[CH:11][N:10]=3)[N:7]=[C:6]([C:26]([F:29])([F:28])[F:27])[CH:5]=2)[CH2:3][CH2:2]1.C(O)(=O)C.C(N)=[NH:35].CC[O-].[Na+]>C(O)C>[CH:1]1([C:4]2[N:8]([C:9]3[N:10]=[CH:11][C:12]([NH:15][C:16]([C:17]4[C:18]([CH3:19])=[N:35][CH:23]=[N:22][CH:21]=4)=[O:25])=[CH:13][N:14]=3)[N:7]=[C:6]([C:26]([F:27])([F:28])[F:29])[CH:5]=2)[CH2:2][CH2:3]1 |f:1.2,3.4|. Reported procedure: Step-3: N-{2-[5-cyclopropyl-3-(trifluoromethyl)-1H-pyrazol-1-yl]pyrimidin-5-yl}-2-[(dimethylamino)methylene]-3-oxobutanamide (0.3 g, 0.78 mmol) and formamidine acetate (98 mg, 0.94 mmol) were dissolved in ethanol and added NaOEt (60 mg, 0.94 mmol). The above mixture was refluxed for 3 h. Ethanol was removed on rotavapour and worked up (H2O/AcOEt) to obtain the crude. Crude was purified by column on 60-120 mesh silica gel using AcOEt and Petether (1:1) as eluent to obtain the title compound (12 m... The reactants are COC(=O)c1cccc(-c2cnc(N)c(-c3nc4ccccc4s3)c2)c1, COC(=O)c1cc(-c2cnc(N)c(-c3nc4ccccc4s3)c2)ccn1, CO, [Na+], [OH-]. Product: Nc1ncc(-c2ccnc(C(=O)O)c2)cc1-c1nc2ccccc2s1. Reaction SMILES: [CH3:1][O:2][C:3](=[O:4])[c:5]1[cH:6][cH:7][cH:8][c:9](-[c:10]2[cH:11][n:12][c:13]([NH2:14])[c:15](-[c:16]3[s:17][c:18]4[cH:19][cH:20][cH:21][cH:22][c:23]4[n:24]3)[cH:25]2)[cH:26]1.[CH3:27][O:28][C:29](=[O:30])[c:31]1[n:32][cH:33][cH:34][c:35](-[c:37]2[cH:38][n:39][c:40]([NH2:52])[c:41](-[c:43]3[s:44][c:45]4[c:46]([n:47]3)[cH:48][cH:49][cH:50][cH:51]4)[cH:42]2)[cH:36]1.[CH3:55][OH:56].[Na+:54].[OH-:53]>>[O:28]=[C:29]([OH:30])[c:31]1[n:32][cH:33][cH:34][c:35](-[c:37]2[cH:38][n:39][c:40]([NH2:52])[c:41](-[c:43]3[s:44][c:45]4[c:46]([n:47]3)[cH:48][cH:49][cH:50][cH:51]4)[cH:42]2)[cH:36]1.